From a dataset of the Open Reaction Database (ORD), a public repository of structured organic reaction records. describe an organic reaction: reactants, conditions, products, and yield Reported procedure: A mixture of 1-(2-(3-nitrophenoxy)ethyl)pyrrolidine (3.49 g, 14.8 mmol), 10% palladium on carbon (400 mg) and ethyl acetate (20 ml) was reduced under 50 psi hydrogen for 10 h. The reaction mixture was filtered through Celite 545 and the product extracted into 1M HCl (3×20 ml). The acidic layer was washed with ether (2×20 ml) and then the pH adjusted to >10 with 2M NaOH. The aqueous layer was extracted with ether (3×20 ml), dried over MgSO4 and concentrated in vacuo. The product was eluted throug... Solvent: C(C)(=O)OCC (ethyl acetate). Reactants: [N+](=O)([O-])C=1C=C(OCCN2CCCC2)C=CC1 (1-(2-(3-nitrophenoxy)ethyl)pyrrolidine), [H][H] (hydrogen). The reagents and catalysts are [Pd] (palladium on carbon). Yields the product NC=1C=C(OCCN2CCCC2)C=CC1 (1-(2-(3-aminophenoxy)ethyl)pyrrolidine). Reaction SMILES: [N+:1]([C:4]1[CH:5]=[C:6]([CH:15]=[CH:16][CH:17]=1)[O:7][CH2:8][CH2:9][N:10]1[CH2:14][CH2:13][CH2:12][CH2:11]1)([O-])=O.[H][H]>[Pd].C(OCC)(=O)C>[NH2:1][C:4]1[CH:5]=[C:6]([CH:15]=[CH:16][CH:17]=1)[O:7][CH2:8][CH2:9][N:10]1[CH2:14][CH2:13][CH2:12][CH2:11]1. Reactants: [Al+3], CC(C)CC(=O)Cl, [Cl-], [Cl-], [Cl-], Cl, O=[N+]([O-])c1ccccc1, O, Oc1cc(O)c(O)c(O)c1. Yields the product CC(C)CC(=O)c1c(O)cc(O)c(O)c1O. RXN SMILES: [Al+3:12].[C:15]([CH2:16][CH:17]([CH3:18])[CH3:19])(=[O:20])[Cl:21].[Cl-:11].[Cl-:13].[Cl-:14].[ClH:22].[O-:23][N+:24]([c:25]1[cH:26][cH:27][cH:28][cH:29][cH:30]1)=[O:31].[OH2:32].[OH:1][c:2]1[cH:3][c:4]([OH:5])[c:6]([OH:7])[c:8]([OH:9])[cH:10]1>>[OH:1][c:2]1[c:3]([C:15]([CH2:16][CH:17]([CH3:18])[CH3:19])=[O:20])[c:4]([OH:5])[c:6]([OH:7])[c:8]([OH:9])[cH:10]1. Reactants: C1COCCO1, O=c1cc(O)c2ccccc2o1, OC(Cc1ccccc1)c1ccccc1. Product: O=c1oc2ccccc2c(O)c1C(Cc1ccccc1)c1ccccc1. As a reaction SMILES: [O:28]1[CH2:29][CH2:30][O:31][CH2:32][CH2:33]1.[OH:1][c:2]1[cH:3][c:4](=[O:12])[o:5][c:6]2[cH:7][cH:8][cH:9][cH:10][c:11]12.[c:13]1([CH:19]([CH2:20][c:21]2[cH:22][cH:23][cH:24][cH:25][cH:26]2)[OH:27])[cH:14][cH:15][cH:16][cH:17][cH:18]1>>[OH:1][c:2]1[c:3]([CH:19]([c:13]2[cH:14][cH:15][cH:16][cH:17][cH:18]2)[CH2:20][c:21]2[cH:22][cH:23][cH:24][cH:25][cH:26]2)[c:4](=[O:12])[o:5][c:6]2[cH:7][cH:8][cH:9][cH:10][c:11]12. Reactants: O=C([O-])O, O=[N+]([O-])c1ccc(OCC2CO2)c(OCc2ccccc2)c1, CCO, C1=CCC=CC1, [Na+]. Product: O=[N+]([O-])c1ccc2c(c1)OC(CO)CO2. Reaction SMILES: [C:23](=[O:24])([OH:25])[O-:26].[CH2:1]([c:2]1[cH:3][cH:4][cH:5][cH:6][cH:7]1)[O:8][c:9]1[c:10]([O:11][CH2:12][CH:13]2[O:14][CH2:15]2)[cH:16][cH:17][c:18]([N+:20](=[O:21])[O-:22])[cH:19]1.[CH3:34][CH2:35][OH:36].[CH:28]1=[CH:33][CH2:32][CH:31]=[CH:30][CH2:29]1.[Na+:27]>>[O:8]1[c:9]2[c:10]([cH:16][cH:17][c:18]([N+:20](=[O:21])[O-:22])[cH:19]2)[O:11][CH2:12][CH:13]1[CH2:15][OH:14]. Starting materials: C(C)(=O)O (acetic acid), ice water, S1C=C(C=C1)C1=NN=NN1CC(=O)O ([5-(3-thienyl) tetrazol-1-yl] acetic acid), C(CCO)O (1,3-propanediol), C1(CCCCC1)N=C=NC1CCCCC1 (dicyclohexylcarbodiimide). Solvent: CN(C=O)C (N,N-dimethylformamide). Reaction conditions: time 30 minute. Yields the product OCCCOC(CN1N=NN=C1C1=CSC=C1)=O ([5-(3-thienyl) tetrazol-1-yl] acetic acid 3-hydroxypropyl ester). Yield: 54.8%. Reaction SMILES: [S:1]1[CH:5]=[CH:4][C:3]([C:6]2[N:10]([CH2:11][C:12]([OH:14])=[O:13])[N:9]=[N:8][N:7]=2)=[CH:2]1.[CH2:15](O)[CH2:16][CH2:17][OH:18].C1(N=C=NC2CCCCC2)CCCCC1.C(O)(=O)C>CN(C)C=O>[OH:18][CH2:17][CH2:16][CH2:15][O:13][C:12](=[O:14])[CH2:11][N:10]1[C:6]([C:3]2[CH:4]=[CH:5][S:1][CH:2]=2)=[N:7][N:8]=[N:9]1. Reported procedure: To a solution of 500 mg (2.38 mM) of [5-(3-thienyl) tetrazol-1-yl] acetic acid and 220 mg (2.85 mM) of 1,3-propanediol in 5 ml of N,N-dimethylformamide was added 540 mg (2.62 mM) of dicyclohexylcarbodiimide at room temperature. After the mixture was stirred at room temperature for 30 min, a small amount of acetic acid was added to the mixture and then was stirred for 30 min. The mixture was poured into ice-water. The precipitated crystal was filtered off and washed with water. The filtrate was e...